This data is from the Open Reaction Database (ORD), a public repository of structured organic reaction records. The task is: describe an organic reaction: reactants, conditions, products, and yield The reactants are O=C1CCC(=O)N1Cl, CN(C)C=O, O, O=[N+]([O-])c1ccc(O)nc1. Product: O=[N+]([O-])c1cnc(O)c(Cl)c1. As a reaction SMILES: [Cl:11][N:12]1[C:13](=[O:14])[CH2:15][CH2:16][C:17]1=[O:18].[O:20]=[CH:21][N:22]([CH3:23])[CH3:24].[OH2:19].[OH:1][c:2]1[n:3][cH:4][c:5]([N+:8](=[O:9])[O-:10])[cH:6][cH:7]1>>[OH:1][c:2]1[n:3][cH:4][c:5]([N+:8](=[O:9])[O-:10])[cH:6][c:7]1[Cl:11]. Starting materials: O=C(O)c1cc(Cl)ccc1Oc1cccc(F)c1F, Cl, COC(=O)c1ccc(C(C)N)cc1. Yields the product COC(=O)c1ccc(C(C)NC(=O)c2cc(Cl)ccc2Oc2cccc(F)c2F)cc1. Reaction SMILES: [Cl:15][c:16]1[cH:17][cH:18][c:19]([O:25][c:26]2[c:27]([F:33])[c:28]([F:32])[cH:29][cH:30][cH:31]2)[c:20]([C:21](=[O:22])[OH:23])[cH:24]1.[ClH:1].[NH2:2][CH:3]([CH3:4])[c:5]1[cH:6][cH:7][c:8]([C:9](=[O:10])[O:11][CH3:12])[cH:13][cH:14]1>>[NH:2]([CH:3]([CH3:4])[c:5]1[cH:6][cH:7][c:8]([C:9](=[O:10])[O:11][CH3:12])[cH:13][cH:14]1)[C:21]([c:20]1[c:19]([O:25][c:26]2[c:27]([F:33])[c:28]([F:32])[cH:29][cH:30][cH:31]2)[cH:18][cH:17][c:16]([Cl:15])[cH:24]1)=[O:22]. Starting materials: C(C)OC([C@H](CC1=CC=C(C=C1)O)OC)=O ((2S)-3-(4-hydroxy-phenyl)-2-methoxy-propionic acid ethyl ester), BrCCCO (3-bromo-propan-1-ol), C1(=CC=CC=C1)P(C1=CC=CC=C1)C1=CC=CC=C1 (triphenylphosphine). The solvent is C1CCOC1 (THF), C1(=CC=CC=C1)C (toluene). Run at time 20 minute. Yields the product C(C)OC([C@H](CC1=CC=C(C=C1)OCCCBr)OC)=O ((2S)-3-[4-(3-bromo-propoxy)-phenyl]-2-methoxy-propionic acid ethyl ester). Reaction SMILES: C1(P(C2C=CC=CC=2)C2C=CC=CC=2)C=CC=CC=1.[CH2:20]([O:22][C:23](=[O:35])[C@@H:24]([O:33][CH3:34])[CH2:25][C:26]1[CH:31]=[CH:30][C:29]([OH:32])=[CH:28][CH:27]=1)[CH3:21].[Br:36][CH2:37][CH2:38][CH2:39]O>C1(C)C=CC=CC=1.C1COCC1>[CH2:20]([O:22][C:23](=[O:35])[C@@H:24]([O:33][CH3:34])[CH2:25][C:26]1[CH:27]=[CH:28][C:29]([O:32][CH2:39][CH2:38][CH2:37][Br:36])=[CH:30][CH:31]=1)[CH3:21]. Procedure: A solution of triphenylphosphine (4.77 mmol, 1250 mg) in 50 mL of dry toluene was treated at 0° C. with diisopropilazodicarboxylate (4.77 mmol, 964.5 mg) and stirred for about 20 minutes. A solution of (2S)-3-(4-hydroxy-phenyl)-2-methoxy-propionic acid ethyl ester (Example 283, Step 1) (4.46 mmol, 1000 mg) and 3-bromo-propan-1-ol (4.77 mmol, 663 mg) in 10 mL of dry THF was added, and the mixture was stirred at room temperature overnight. The mixture was concentrated to dryness under vacuum and p... Starting materials: Cl (HCl), OC(CN(C(=O)C=1C(=C(C(=C(C1I)C(=O)N)I)O)I)CC(CO)O)CO (N,N-bis(2,3-dihydroxypropyl)-1-hydroxy-2,4,6-triiodobenzene-3,5-dicarboxylic acid diamide), NaICl2. The solvent is O (water). Run at time 8 hour. Yields the product OC(CNC(=O)C=1C(=C(C(=C(C1I)C(=O)N)I)O)I)CO (2,3-dihydroxypropyl-1-hydroxy-2,4,6-triiodobenzene-3,5-dicarboxylic acid diamide). RXN SMILES: [OH:1][CH:2]([CH2:25][OH:26])[CH2:3][N:4](CC(O)CO)[C:5]([C:7]1[C:8]([I:19])=[C:9]([OH:18])[C:10]([I:17])=[C:11]([C:14]([NH2:16])=[O:15])[C:12]=1[I:13])=[O:6].Cl>O>[OH:1][CH:2]([CH2:25][OH:26])[CH2:3][NH:4][C:5]([C:7]1[C:8]([I:19])=[C:9]([OH:18])[C:10]([I:17])=[C:11]([C:14]([NH2:16])=[O:15])[C:12]=1[I:13])=[O:6]. Procedure details: N,N-bis(2,3-dihydroxypropyl)-1-hydroxy-2,4,6-triiodobenzene-3,5-dicarboxylic acid diamide (13.1 g, 40 mmol) was dissolved in water (160 mL) and pH was adjusted to 3.9 using aqueous HCl. To this solution, NaICl2 (42.6 g, 50.3%, 40 mmol) was added dropwise during a period of 30 minutes. After standing overnight, the reaction mixture was evaporated. The product was purified by preparative HPLC (RP-18, CH3CN: H2O 15:85, 1% TFA). Yield 22.3 g (79%). Starting materials: BrCCCC(=O)O (4-bromobutyric acid), C1=CC=CC=2C3=CC=CC=C3C(C12)CO (9-fluorenemethanol). Reagents/catalysts: CN(C1=CC=NC=C1)C (4-(dimethylamino)pyridine). The solvent is C(Cl)Cl (CH2Cl2). Conditions: time 18 hour. The product is C1=CC=CC=2C3=CC=CC=C3C(C12)COC(CCCBr)=O (4-Bromobutanoic Acid 9-Fluorenylmethyl Ester). Isolated yield 86.9%. Reaction SMILES: [Br:1][CH2:2][CH2:3][CH2:4][C:5]([OH:7])=[O:6].[CH:8]1[C:20]2[CH:19]([CH2:21]O)[C:18]3[C:13](=[CH:14][CH:15]=[CH:16][CH:17]=3)[C:12]=2[CH:11]=[CH:10][CH:9]=1>CN(C)C1C=CN=CC=1.C(Cl)Cl>[CH:8]1[C:20]2[CH:19]([CH2:21][O:6][C:5](=[O:7])[CH2:4][CH2:3][CH2:2][Br:1])[C:18]3[C:13](=[CH:14][CH:15]=[CH:16][CH:17]=3)[C:12]=2[CH:11]=[CH:10][CH:9]=1. Procedure details: DDC (6.00 g, 29 mmol) was added in one portion to a cooled solution (0° C.) of 4-bromobutyric acid (5.00 g, 29.9 mmol), 4-(dimethylamino)pyridine (353 mg, 2.9 mmol) and 9-fluorenemethanol (5.63 g, 25 mmol) in CH2Cl2 (150 mL). The mixture was allowed to stand at 4° C. for 18 h, and then filtered. The filtrate was evaporated to dryness under reduced pressure. The residue was dissolved in EtOAc and the solution washed sequentially with 1N NaHCO3, 1N HCl and H2O. The solution was dried (Na2 -SO4) an... Starting materials: IC=1C=C2C(N(C(N(C2=CC1)CC1=CN(C2=CC=CC=C12)C(NC(C)(C)C)=O)=O)CCC(=O)OC)=O (6-iodo-3-(2-methoxycarbonylethyl)-1-(N-t-butylcarbamoyl-3-indolylmethyl)quinazoline-2,4-dione), C([O-])([O-])=O.[K+].[K+] (potassium carbonate), C=CCCC (1-pentene). Isolated yield 70.4%. Reaction conditions: time 48 hour. Product: C(=CCCC)C=1C=C2C(N(C(N(C2=CC1)CC1=CN(C2=CC=CC=C12)C(NC(C)(C)C)=O)=O)CCC(=O)OC)=O (6-(1-Pentenyl)-3-(2-methoxycarbonylethyl)-1-(N-t-butylcarbamoyl-3-indolylmethyl)quinazoline-2,4-dione). The reagents and catalysts are [Br-].C(CCC)[N+](CCCC)(CCCC)CCCC (tetrabutylammonium bromide), C(C)(=O)[O-].[Pd+2].C(C)(=O)[O-] (palladium acetate). Solvent: CN(C)C=O (DMF). Procedure: 1.09 g (1.8 mmol) of 6-iodo-3-(2-methoxycarbonylethyl)-1-(N-t-butylcarbamoyl-3-indolylmethyl)quinazoline-2,4-dione and 0.75 g (5.4 mmol) of potassium carbonate were introduced in 15 ml of DMF, and 0.63 g (9.0 mmol) of 1-pentene, 0.58 g (1.8 mmol) of tetrabutylammonium bromide and 10 mg of palladium acetate were added. The mixture was stirred at room temperature for 48 h and then concentrated under reduced pressure. The crude product was chromatographed on silica gel, eluent dichloromethane (2% m... RXN SMILES: I[C:2]1[CH:3]=[C:4]2[C:9](=[CH:10][CH:11]=1)[N:8]([CH2:12][C:13]1[C:21]3[C:16](=[CH:17][CH:18]=[CH:19][CH:20]=3)[N:15]([C:22](=[O:28])[NH:23][C:24]([CH3:27])([CH3:26])[CH3:25])[CH:14]=1)[C:7](=[O:29])[N:6]([CH2:30][CH2:31][C:32]([O:34][CH3:35])=[O:33])[C:5]2=[O:36].C(=O)([O-])[O-].[K+].[K+].[CH2:43]=[CH:44][CH2:45][CH2:46][CH3:47]>CN(C=O)C.[Br-].C([N+](CCCC)(CCCC)CCCC)CCC.C([O-])(=O)C.[Pd+2].C([O-])(=O)C>[CH:43]([C:2]1[CH:3]=[C:4]2[C:9](=[CH:10][CH:11]=1)[N:8]([CH2:12][C:13]1[C:21]3[C:16](=[CH:17][CH:18]=[CH:19][CH:20]=3)[N:15]([C:22](=[O:28])[NH:23][C:24]([CH3:27])([CH3:26])[CH3:25])[CH:14]=1)[C:7](=[O:29])[N:6]([CH2:30][CH2:31][C:32]([O:34][CH3:35])=[O:33])[C:5]2=[O:36])=[CH:44][CH2:45][CH2:46][CH3:47] |f:1.2.3,6.7,8.9.10|. The reactants are CCCCCCCCCCCCCCCCCCCCCC(=O)O, O, O=S(Cl)Cl. The product is CCCCCCCCCCCCCCCCCCCCCC(=O)Cl. RXN SMILES: [CH3:5][CH2:6][CH2:7][CH2:8][CH2:9][CH2:10][CH2:11][CH2:12][CH2:13][CH2:14][CH2:15][CH2:16][CH2:17][CH2:18][CH2:19][CH2:20][CH2:21][CH2:22][CH2:23][CH2:24][CH2:25][C:26]([OH:27])=[O:28].[OH2:29].[S:1]([Cl:2])([Cl:3])=[O:4]>>[Cl:3][C:26]([CH2:25][CH2:24][CH2:23][CH2:22][CH2:21][CH2:20][CH2:19][CH2:18][CH2:17][CH2:16][CH2:15][CH2:14][CH2:13][CH2:12][CH2:11][CH2:10][CH2:9][CH2:8][CH2:7][CH2:6][CH3:5])=[O:28].